Dataset: the Open Reaction Database (ORD), a public repository of structured organic reaction records. Task: describe an organic reaction: reactants, conditions, products, and yield The reactants are CCOC(=O)c1cc2cc(OC(F)(F)F)cc(N)c2[nH]1, c1ccncc1, O=S(=O)(Cl)c1cccs1. Yields the product CCOC(=O)c1cc2cc(OC(F)(F)F)cc(NS(=O)(=O)c3cccs3)c2[nH]1. RXN SMILES: [NH2:1][c:2]1[cH:3][c:4]([O:16][C:17]([F:18])([F:19])[F:20])[cH:5][c:6]2[cH:7][c:8]([C:11](=[O:12])[O:13][CH2:14][CH3:15])[nH:9][c:10]12.[cH:30]1[cH:31][cH:32][n:33][cH:34][cH:35]1.[s:21]1[c:22]([S:26](=[O:27])(=[O:28])[Cl:29])[cH:23][cH:24][cH:25]1>>[NH:1]([c:2]1[cH:3][c:4]([O:16][C:17]([F:18])([F:19])[F:20])[cH:5][c:6]2[cH:7][c:8]([C:11](=[O:12])[O:13][CH2:14][CH3:15])[nH:9][c:10]12)[S:26]([c:22]1[s:21][cH:25][cH:24][cH:23]1)(=[O:27])=[O:28]. Reactants: N(CC(=O)N[C@@H](CC(C)C)C(=O)N[C@@H](CCSC)C(=O)N)C(=O)OC(C)(C)C (BocGly-Leu-MetNH2), Cl (hydrogen chloride). The solvent is C(C)(=O)O (acetic acid). The product is NCC(=O)N[C@@H](CC(C)C)C(=O)N[C@@H](CCSC)C(=O)N (HGly-Leu-MetNH2). Yield: 77.0%. Reaction SMILES: [NH:1](C(OC(C)(C)C)=O)[CH2:2][C:3]([NH:5][C@H:6]([C:11]([NH:13][C@H:14]([C:19]([NH2:21])=[O:20])[CH2:15][CH2:16][S:17][CH3:18])=[O:12])[CH2:7][CH:8]([CH3:10])[CH3:9])=[O:4].Cl>C(O)(=O)C>[NH2:1][CH2:2][C:3]([NH:5][C@H:6]([C:11]([NH:13][C@H:14]([C:19]([NH2:21])=[O:20])[CH2:15][CH2:16][S:17][CH3:18])=[O:12])[CH2:7][CH:8]([CH3:10])[CH3:9])=[O:4]. Procedure details: Condensation of BocGlyOPFP (7.2 g.) and HLeu-MetNH2 hydrochloride salt (Example 1, 10.2 g.) by the actived ester method gave BocGly-Leu-MetNH2 in 73% yield. De-t-butoxycarbonylation of BocGly-Leu-MetNH2 (9.38 g.) using hydrogen chloride in acetic acid gave HGly-Leu-MetNH2 in 77% yield. Condensation of BocD, LBpaOH (1.6 g.) and H-Gly-Leu-MetNH2 (2.13 g.) by the mixed anhydride method using diphenylphosphinyl chloride gave BocD,LBpa-Gly-Leu-MetNH2, de-t-butoxycarbonylation of which (1.1 g.) using ...